This data is from the Open Reaction Database (ORD), a public repository of structured organic reaction records. The task is: describe an organic reaction: reactants, conditions, products, and yield Starting materials: NCCC1(CCCCC1)CCN1CCC(CC1)N(C(=O)C=1OC=CC1)C1=NC=C(C=C1)C (N-[1-[2-[1-(2-aminoethyl)cyclohexyl]ethyl]piperidin-4-yl]-N-(5-methylpyridin-2-yl)-2-furancarboxamide), ClCCl (Dichloromethane), C(C)(C)(C)OC(=O)NC(SC)=NC(=O)OC(C)(C)C (1,3-bis(tert-butoxycarbonyl)-2-methyl-2-thiopseudourea), C(C)(C)N(C(C)C)CC (N,N-diisopropylethylamine). Reagents/catalysts: [Hg](Cl)Cl (mercury (II) chloride). Run in CN(C=O)C (N,N-dimethylformamide). Reaction conditions: time 3 day. Yields the product C(C)(C)(C)OC(=O)N(C(=NC(=O)OC(C)(C)C)N)CCC1(CCCCC1)CCN1CCC(CC1)N(C(=O)C=1OC=CC1)C1=NC=C(C=C1)C (N-[1-[2-[1-[2-(1,2-Di-tert-butoxycarbonylguanidino)ethyl]-cyclohexyl]ethyl]piperidin-4-yl]-N-(5-methylpyridin-2-yl)-2-furancarboxamide). Isolated yield 65.0%. Reaction SMILES: N[CH2:2][CH2:3][C:4]1([CH2:10][CH2:11][N:12]2[CH2:17][CH2:16][CH:15]([N:18]([C:26]3[CH:31]=[CH:30][C:29]([CH3:32])=[CH:28][N:27]=3)[C:19]([C:21]3[O:22][CH:23]=[CH:24][CH:25]=3)=[O:20])[CH2:14][CH2:13]2)[CH2:9][CH2:8][CH2:7][CH2:6][CH2:5]1.[C:33]([O:37][C:38]([NH:40][C:41](=[N:44][C:45]([O:47][C:48]([CH3:51])([CH3:50])[CH3:49])=[O:46])SC)=[O:39])([CH3:36])([CH3:35])[CH3:34].C([N:55](CC)C(C)C)(C)C.ClCCl>CN(C)C=O.[Hg](Cl)Cl>[C:33]([O:37][C:38]([N:40]([CH2:2][CH2:3][C:4]1([CH2:10][CH2:11][N:12]2[CH2:13][CH2:14][CH:15]([N:18]([C:26]3[CH:31]=[CH:30][C:29]([CH3:32])=[CH:28][N:27]=3)[C:19]([C:21]3[O:22][CH:23]=[CH:24][CH:25]=3)=[O:20])[CH2:16][CH2:17]2)[CH2:9][CH2:8][CH2:7][CH2:6][CH2:5]1)[C:41]([NH2:55])=[N:44][C:45]([O:47][C:48]([CH3:51])([CH3:50])[CH3:49])=[O:46])=[O:39])([CH3:36])([CH3:35])[CH3:34]. Reported procedure: To a solution of N-[1-[2-[1-(2-aminoethyl)cyclohexyl]ethyl]piperidin-4-yl]-N-(5-methylpyridin-2-yl)-2-furancarboxamide (synthesized in Example 3F-5) (104 mg) and 1,3-bis(tert-butoxycarbonyl)-2-methyl-2-thiopseudourea (85 mg) in N,N-dimethylformamide (5 mL) were added N,N-diisopropylethylamine (0.12 g) and then mercury (II) chloride (113 mg) at room temperature. The solution was stirred at room temperature for 3 days. Dichloromethane was added to the solution and insolubles were filtered off with... Reactants: C(C)(=O)OCC (ethyl acetate), C1(=CC=CC=C1)S(=O)(=O)C1=CC2=C(N(CCO2)C(CCl)=O)C=C1 (1-(7-benzenesulfonyl-2,3-dihydro-benzo[1,4]oxazin-4-yl)-2-chloro-ethanone), C([O-])([O-])=O.[K+].[K+] (potassium carbonate), N1C=NC=C1 (imidazole). The reagents and catalysts are [I-].[Na+] (sodium iodide). The solvent is C(C)#N (acetonitrile). Product: C1(=CC=CC=C1)S(=O)(=O)C1=CC2=C(N(CCO2)C(CN2C=NC=C2)=O)C=C1 (1-(7-benzenesulfonyl-2,3-dihydro-benzo[1,4]oxazin-4-yl)-2-imidazol-1-yl-ethanone). Yield: 42.5%. RXN SMILES: [C:1]1([S:7]([C:10]2[CH:23]=[CH:22][C:13]3[N:14]([C:18](=[O:21])[CH2:19]Cl)[CH2:15][CH2:16][O:17][C:12]=3[CH:11]=2)(=[O:9])=[O:8])[CH:6]=[CH:5][CH:4]=[CH:3][CH:2]=1.C(=O)([O-])[O-].[K+].[K+].[NH:30]1[CH:34]=[CH:33][N:32]=[CH:31]1.C(OCC)(=O)C>C(#N)C.[I-].[Na+]>[C:1]1([S:7]([C:10]2[CH:23]=[CH:22][C:13]3[N:14]([C:18](=[O:21])[CH2:19][N:30]4[CH:34]=[CH:33][N:32]=[CH:31]4)[CH2:15][CH2:16][O:17][C:12]=3[CH:11]=2)(=[O:9])=[O:8])[CH:6]=[CH:5][CH:4]=[CH:3][CH:2]=1 |f:1.2.3,7.8|. Reported procedure: To a solution of 1-(7-benzenesulfonyl-2,3-dihydro-benzo[1,4]oxazin-4-yl)-2-chloro-ethanone (0.216 g., 0.614 mmol) in 2 mL acetonitrile was added potassium carbonate (0.101 g., 0.737 mmol), imidazole (0.209 g., 3.07 mmol) and sodium iodide (2 mg, cat.), and the resulting suspension was refluxed for 2 hours. The reaction mixture was added to 100 mL ethyl acetate, and the inorganic components extracted three times with 50 mL water. The aqueous fraction was extracted twice with 50 mL ethyl acetate, ... Starting materials: CCN=C=NCCCN(C)C, CC#N, Cl, Cl, C1CCC2=NCCCN2CC1, NCc1cccc2c1C(=O)N(C1CCC(=O)NC1=O)C2=O, On1nnc2ccccc21, O=C(O)Cc1cccc2ccccc12. The product is O=C(Cc1cccc2ccccc12)NCc1cccc2c1C(=O)N(C1CCC(=O)NC1=O)C2=O. As a reaction SMILES: [CH3:59][N:60]([CH3:61])[CH2:62][CH2:63][CH2:64][N:65]=[C:66]=[N:67][CH2:68][CH3:69].[CH3:70][C:71]#[N:72].[ClH:1].[ClH:58].[N:23]12[CH2:24][CH2:25][CH2:26][N:27]=[C:28]1[CH2:29][CH2:30][CH2:31][CH2:32][CH2:33]2.[NH2:2][CH2:3][c:4]1[c:5]2[c:9]([cH:10][cH:11][cH:12]1)[C:8](=[O:13])[N:7]([CH:14]1[C:15](=[O:21])[NH:16][C:17](=[O:20])[CH2:18][CH2:19]1)[C:6]2=[O:22].[OH:34][n:35]1[c:36]2[cH:37][cH:38][cH:39][cH:40][c:41]2[n:42][n:43]1.[OH:44][C:45](=[O:46])[CH2:47][c:48]1[cH:49][cH:50][cH:51][c:52]2[cH:53][cH:54][cH:55][cH:56][c:57]12>>[NH:2]([CH2:3][c:4]1[c:5]2[c:9]([cH:10][cH:11][cH:12]1)[C:8](=[O:13])[N:7]([CH:14]1[C:15](=[O:21])[NH:16][C:17](=[O:20])[CH2:18][CH2:19]1)[C:6]2=[O:22])[C:45](=[O:44])[CH2:47][c:48]1[cH:49][cH:50][cH:51][c:52]2[cH:53][cH:54][cH:55][cH:56][c:57]12. The reactants are N(=O)[O-].[Na+] (sodium nitrite), C(C=1C(N)=CC=CC1)(=O)O (anthranilic acid), [N-]=[N+]=[N-].[Na+] (NaN3), O.O.O.C(C)(=O)[O-].[Na+] (sodium acetate trihydrate). Solvent: O (water), Cl (HCl), O (water), O (water). Conditions: time 10 minute. The product is N(=[N+]=[N-])C1=C(C(=O)O)C=CC=C1 (2-Azidobenzoic Acid). Yield: 490.4%. Reaction SMILES: N([O-])=O.[Na+].[C:5]([OH:14])(=[O:13])[C:6]1[C:7](=[CH:9][CH:10]=[CH:11][CH:12]=1)[NH2:8].[N-:15]=[N+:16]=[N-].[Na+].O.O.O.C([O-])(=O)C.[Na+]>O.Cl>[N:8]([C:7]1[CH:9]=[CH:10][CH:11]=[CH:12][C:6]=1[C:5]([OH:14])=[O:13])=[N+:15]=[N-:16] |f:0.1,3.4,5.6.7.8.9|. Reported procedure: A solution of sodium nitrite (4.75 g, 0.07 mol) in water (63 mL) was added dropwise to a stirred solution of anthranilic acid (10 g, 0.07 mol) in concentrated HCl (125 mL) and water (125 mL), maintaining the temperature below 5° C. After addition the mixture was stirred for 10 min then rapidly filtered. The solution was transferred to a dropping funnel and added dropwise to a solution of NaN3 (4.2 g, 0.065 mol) and sodium acetate trihydrate (105 g, 0.77 mol) in water (125 mL). After addition the... Starting materials: COC1=CC=C(O[C@@H]2COC3=CC=C(C=C3[C@@H]2O)O)C=C1 ((±)-cis-3-(4-Methoxyphenoxy)-4,6-chromandiol), FC=1C=C2C=CC(=NC2=CC1)CCl (6-fluoro-2-chloromethylquinoline). Run in C(Cl)Cl (CH2Cl2). Product: FC=1C=C2C=CC(=NC2=CC1)C=1C=C2[C@@H]([C@@H](COC2=CC1)OC1=CC=C(C=C1)OC)O (cis-6-(6-Fluoro-2-quinolyl)-3-(4-methoxyphenoxy)-4-chromanol). RXN SMILES: [CH3:1][O:2][C:3]1[CH:21]=[CH:20][C:6]([O:7][C@H:8]2[C@@H:17]([OH:18])[C:16]3[C:11](=[CH:12][CH:13]=[C:14](O)[CH:15]=3)[O:10][CH2:9]2)=[CH:5][CH:4]=1.[F:22][C:23]1[CH:24]=[C:25]2[C:30](=[CH:31][CH:32]=1)[N:29]=[C:28](CCl)[CH:27]=[CH:26]2>C(Cl)Cl>[F:22][C:23]1[CH:24]=[C:25]2[C:30](=[CH:31][CH:32]=1)[N:29]=[C:28]([C:14]1[CH:15]=[C:16]3[C:11](=[CH:12][CH:13]=1)[O:10][CH2:9][C@@H:8]([O:7][C:6]1[CH:20]=[CH:21][C:3]([O:2][CH3:1])=[CH:4][CH:5]=1)[C@H:17]3[OH:18])[CH:27]=[CH:26]2. Reported procedure: By the method of Example 13, using flash chromatography with 35:1 CH2Cl2 :isopropanol as eluant and recrystallization from CH2Cl2 for purification of the product, the title product of Example 20 (0.20 g, 0.69 mmol) and 6-fluoro-2-chloromethylquinoline were converted to present title product, 0.104 g (34%), m.p. 151°-153.5° C. MS calculated: 447.1486, found: 447.1494. The reactants are lithium dimethyl cuprate, C[Li] (methyl lithium), solution, [Br-].[Li+] (lithium bromide), CN1CC[C@]23C4=C5C=CC(=C4O[C@H]2C(=CC=C3[C@H]1C5)OC)OC (thebaine), [NH4+].[Cl-] (NH4Cl). Reagents/catalysts: [Cu](I)I (copper iodide). The solvent is CCOCC (ether), CCOCC (ether), C1=CC=CC=C1 (benzene). Yields the product COC=1C=CC=2C[C@@H]3C4=C[C@H](C(=C[C@@]4(C2C1O)CCN3C)OC)C (3,6-Dimethoxy-7β,17-dimethyl-4-hydroxy-5,6,8,14-tetradehydromorphinane). Yield: 74.0%. Reaction SMILES: [CH3:1][Li].[Br-].[Li+].[CH3:5][N:6]1[C@@H:22]2[CH2:23][C:11]3[CH:12]=[CH:13][C:14]([O:26][CH3:27])=[C:15]4[O:16][C@H:17]5[C:18]([O:24][CH3:25])=[CH:19][CH:20]=[C:21]2[C@:9]5([C:10]=34)[CH2:8][CH2:7]1.[NH4+].[Cl-]>CCOCC.C1C=CC=CC=1.[Cu](I)I>[CH3:27][O:26][C:14]1[CH:13]=[CH:12][C:11]2[CH2:23][C@H:22]3[N:6]([CH3:5])[CH2:7][CH2:8][C@@:9]4([C:10]=2[C:15]=1[OH:16])[C:21]3=[CH:20][C@@H:19]([CH3:1])[C:18]([O:24][CH3:25])=[CH:17]4 |f:1.2,4.5|. Procedure details: To a solution of lithium dimethyl cuprate in ether (500 ml), prepared from copper iodide (23.81 g, 125 mmol) and methyl lithium (250 mmol, 136 ml of a 1.8 M solution in ether containing lithium bromide), stirred in an ice-salt bath under an argon atmosphere was added rapidly in a thin stream a solution of thebaine (1, 31.14 g, 100 mmol) in benzene (500 ml). The resulting suspension was stirred for 1 hr. in the cold, then poured into saturated NH4Cl solution (600 ml) and the mixture stirred for 1... Starting materials: [H-].[Al+3].[Li+].[H-].[H-].[H-] (lithium aluminum hydride), O (H2O), [OH-].[Na+] (NaOH), O (H2O), CC1=CC=C(C[C@H](N)C(=O)O)C=C1 ((S)-4-Methylphenylalanine), resultant mixture, [H-].[Al+3].[Li+].[H-].[H-].[H-] (lithium aluminum hydride). Procedure details: A mixture of lithium aluminum hydride (254 mg, 6.696 mmol) in THF (20 mL) was heated at reflux for 1 h, then cooled in an ice bath. (S)-4-Methylphenylalanine (500 mg, 2.79 mmol) was added portionwise and the resultant mixture was heated at reflux for 14 h. The excess lithium aluminum hydride was decomposed by successive addition of H2O (1 mL), 10% aq. NaOH (10 mL) and H2O (2.5 mL). The mixture was filtered and the solid was washed with THF. The filtrate was concentrated in vacuo and the residue ... Reaction SMILES: [H-].[Al+3].[Li+].[H-].[H-].[H-].[CH3:7][C:8]1[CH:19]=[CH:18][C:11]([CH2:12][C@@H:13]([C:15](O)=[O:16])[NH2:14])=[CH:10][CH:9]=1.O.[OH-].[Na+]>C1COCC1>[NH2:14][C@@H:13]([CH2:12][C:11]1[CH:10]=[CH:9][C:8]([CH3:7])=[CH:19][CH:18]=1)[CH2:15][OH:16] |f:0.1.2.3.4.5,8.9|. Yields the product N[C@H](CO)CC1=CC=C(C=C1)C ((2S)-2-amino-3-(4-methylphenyl)propan-1-ol). Run in C1CCOC1 (THF). Yield: 35.0%. RXN SMILES: Cl[C:2]1[C:3]2[CH:14]=[C:13]([C:15]3[CH:20]=[CH:19][CH:18]=[CH:17][CH:16]=3)[CH:12]=[CH:11][C:4]=2[N:5]([CH3:10])[C:6](=[O:9])[CH2:7][N:8]=1.C(C1C=C(B(O)O)C=CC=1)=O.[Cl:32][C:33]1[CH:38]=[CH:37][C:36](B(O)O)=[CH:35][CH:34]=1>>[Cl:32][C:33]1[CH:38]=[CH:37][C:36]([C:2]2[C:3]3[CH:14]=[C:13]([C:15]4[CH:20]=[CH:19][CH:18]=[CH:17][CH:16]=4)[CH:12]=[CH:11][C:4]=3[N:5]([CH3:10])[C:6](=[O:9])[CH2:7][N:8]=2)=[CH:35][CH:34]=1. The product is ClC1=CC=C(C=C1)C=1C2=C(N(C(CN1)=O)C)C=CC(=C2)C2=CC=CC=C2 (5-(4-Chloro-phenyl)-1-methyl-7-phenyl-1,3-dihydro-benzo[e][1,4]diazepin-2-one). Procedure: Prepared from 5-chloro-1-methyl-7-phenyl-1,3-dihydro-benzo[e][1,4]diazepin-2-one using the same method described for Example 9 and instead of using 3-formylbenzene boronic acid, we used 4-chlorophenyl boronic acid. The title compound was obtained as a pale yellow solid, (yield=35%). Starting materials: ClC=1C2=C(N(C(CN1)=O)C)C=CC(=C2)C2=CC=CC=C2 (5-chloro-1-methyl-7-phenyl-1,3-dihydro-benzo[e][1,4]diazepin-2-one), C(=O)C=1C=C(C=CC1)B(O)O (3-formylbenzene boronic acid), ClC1=CC=C(C=C1)B(O)O (4-chlorophenyl boronic acid). Reactants: CC1=C(N=C(O1)C1=CC=CC=C1)/C=C/C1=CC=C(C=C1)/C=C/CO ((E,E)-3-[4-[2-(5-Methyl-2-phenyl-4-oxazolyl)vinyl]phenyl]-2propenol). The reagents and catalysts are [O-2].[O-2].[Mn+4] (manganese dioxide). Yields the product CC1=C(N=C(O1)C1=CC=CC=C1)C=CC1=CC=C(/C=C/C=O)C=C1 ((E)-4-[2-(5-methyl-2-phenyl-4-oxazolyl)vinyl]cinnamaldehyde). Reaction SMILES: [CH3:1][C:2]1[O:6][C:5]([C:7]2[CH:12]=[CH:11][CH:10]=[CH:9][CH:8]=2)=[N:4][C:3]=1/[CH:13]=[CH:14]/[C:15]1[CH:20]=[CH:19][C:18](/[CH:21]=[CH:22]/[CH2:23][OH:24])=[CH:17][CH:16]=1>[O-2].[O-2].[Mn+4]>[CH3:1][C:2]1[O:6][C:5]([C:7]2[CH:8]=[CH:9][CH:10]=[CH:11][CH:12]=2)=[N:4][C:3]=1[CH:13]=[CH:14][C:15]1[CH:16]=[CH:17][C:18](/[CH:21]=[CH:22]/[CH:23]=[O:24])=[CH:19][CH:20]=1 |f:1.2.3|. Procedure: (E,E)-3-[4-[2-(5-Methyl-2-phenyl-4-oxazolyl)vinyl]phenyl]-2propenol was oxidized with activated manganese dioxide in the same manner as in Reference Example 25 to yield (E)-4-[2-(5-methyl-2-phenyl-4-oxazolyl)vinyl]cinnamaldehyde, which was then recrystallized from ethyl acetate to yield light yellow prisms having a melting point of 191°-192° C.